Dataset: the Open Reaction Database (ORD), a public repository of structured organic reaction records. Task: describe an organic reaction: reactants, conditions, products, and yield Starting materials: CC(=O)[O-], CC#N, Cl, CSc1nccc(CC(=O)c2ccc(F)cc2)n1, NO, [Na+], O. Product: CSc1nccc(CC(=NO)c2ccc(F)cc2)n1. RXN SMILES: [CH3:23][C:24](=[O:25])[O-:26].[CH3:28][C:29]#[N:30].[ClH:19].[F:1][c:2]1[cH:3][cH:4][c:5]([C:8]([CH2:9][c:10]2[n:11][c:12]([S:16][CH3:17])[n:13][cH:14][cH:15]2)=[O:18])[cH:6][cH:7]1.[NH2:20][OH:21].[Na+:22].[OH2:27]>>[F:1][c:2]1[cH:3][cH:4][c:5]([C:8]([CH2:9][c:10]2[n:11][c:12]([S:16][CH3:17])[n:13][cH:14][cH:15]2)=[N:20][OH:21])[cH:6][cH:7]1. Reactants: resultant mixture, BrC1=C(C=CC=C1[N+](=O)[O-])O (2-bromo-3-nitro-phenol), C([O-])([O-])=O.[Cs+].[Cs+] (cesium carbonate), IC (iodomethane), O (water). Solvent: CN(C)C=O (DMF). Conditions: time 2 hour. Product: BrC1=C(C=CC=C1[N+](=O)[O-])OC (2-bromo-3-nitro-anisole). Isolated yield 97.0%. RXN SMILES: [Br:1][C:2]1[C:7]([N+:8]([O-:10])=[O:9])=[CH:6][CH:5]=[CH:4][C:3]=1[OH:11].[C:12](=O)([O-])[O-].[Cs+].[Cs+].IC.O>CN(C=O)C>[Br:1][C:2]1[C:7]([N+:8]([O-:10])=[O:9])=[CH:6][CH:5]=[CH:4][C:3]=1[O:11][CH3:12] |f:1.2.3|. Procedure details: To a solution of 2-bromo-3-nitro-phenol synthesized above (11.5 mmol, 1.0 eq.) in DMF at room temperature was added cesium carbonate (13.8 mmol, 1.2 eq.), followed by iodomethane (33.7 mmol, 2.9 eq.), and the resultant mixture was stirred at room temperature for 16 hours. The reaction mixture was poured into water, stirred for 2 hours, filtered, the cake washed with two portions of water, and the resultant solid dried to afford 2-bromo-3-nitro-anisole (I-9, X═Br, R1═CH3) as a pale orange solid. ... Reactants: COCCOCCOCCOCCOc1cc(NC(=O)OC(C)(C)C)c([N+](=O)[O-])cc1I, C#Cc1ccccc1. Product: COCCOCCOCCOCCOc1cc(NC(=O)OC(C)(C)C)c([N+](=O)[O-])cc1C#Cc1ccccc1. Reaction SMILES: [C:1]([CH3:2])([CH3:3])([CH3:4])[O:5][C:6]([NH:7][c:8]1[c:9]([N+:29](=[O:30])[O-:31])[cH:10][c:11]([I:28])[c:12]([O:14][CH2:15][CH2:16][O:17][CH2:18][CH2:19][O:20][CH2:21][CH2:22][O:23][CH2:24][CH2:25][O:26][CH3:27])[cH:13]1)=[O:32].[c:33]1([C:39]#[CH:40])[cH:34][cH:35][cH:36][cH:37][cH:38]1>>[C:1]([CH3:2])([CH3:3])([CH3:4])[O:5][C:6]([NH:7][c:8]1[c:9]([N+:29](=[O:30])[O-:31])[cH:10][c:11]([C:40]#[C:39][c:33]2[cH:34][cH:35][cH:36][cH:37][cH:38]2)[c:12]([O:14][CH2:15][CH2:16][O:17][CH2:18][CH2:19][O:20][CH2:21][CH2:22][O:23][CH2:24][CH2:25][O:26][CH3:27])[cH:13]1)=[O:32]. Reactants: C1(=CC=CC=C1)P(O)(=O)C1=CC=CC=C1 (diphenylphosphinic acid), solution, [OH-].C(C)[N+](CC)(CC)CC (tetraethylammonium hydroxide). The solvent is O (water), CC(C)O (2-propanol). Product: C1(=CC=CC=C1)P([O-])(=O)C1=CC=CC=C1.C(C)[N+](CC)(CC)CC (Tetraethylammonium Diphenylphosphinate). Reaction SMILES: [C:1]1([P:7]([C:10]2[CH:15]=[CH:14][CH:13]=[CH:12][CH:11]=2)(=[O:9])[OH:8])[CH:6]=[CH:5][CH:4]=[CH:3][CH:2]=1.[OH-].[CH2:17]([N+:19]([CH2:24][CH3:25])([CH2:22][CH3:23])[CH2:20][CH3:21])[CH3:18]>O.CC(O)C>[C:1]1([P:7]([C:10]2[CH:15]=[CH:14][CH:13]=[CH:12][CH:11]=2)(=[O:8])[O-:9])[CH:2]=[CH:3][CH:4]=[CH:5][CH:6]=1.[CH2:17]([N+:19]([CH2:24][CH3:25])([CH2:22][CH3:23])[CH2:20][CH3:21])[CH3:18] |f:1.2,5.6|. Procedure: To a flask were added 1.0 g diphenylphosphinic acid, 3.2 g of a 20% solution of tetraethylammonium hydroxide in water and 20 ml 2-propanol. After heating to 50 C under nitrogen for 1 hour, the solvent was removed and another 20 ml of 2-propanol were added and removed by distillation under reduced pressure. After drying, an oil was obtained.